This data is from the Open Reaction Database (ORD), a public repository of structured organic reaction records. The task is: describe an organic reaction: reactants, conditions, products, and yield Procedure details: Condense methyl-o-(p-methoxybenzoyl)benzoate (7 g.) and ethylenediamine (8 ml.) by procedure of Example 1 to obtain 9b-p-methoxyphenyl)-1,2,3,9b-tetrahydro-5H-imidazo[2,1-a]isoindol-5-one, m.p. 159° C. (elemental analysis confirms the empirical formula C17H16N2O2), reduce with lithium aluminum hydride, and treat with hydrogen chloride as described in Example 1 to obtain 1,2,3,4,5,6-hexahydro-1-(p-methoxyphenyl)-2,5-benzodiazocine dihydrochloride, m.p. 260° C. The product is N1CCN2C1C1=CC=CC=C1C2=O (1,2,3,9b-tetrahydro-5H-imidazo[2,1-a]isoindol-5-one). Reactants: COC(C1=C(C=CC=C1)C(C1=CC=C(C=C1)OC)=O)=O (methyl-o-(p-methoxybenzoyl)benzoate), C(CN)N (ethylenediamine). Reaction SMILES: CO[C:3](=[O:20])[C:4]1[CH:9]=[CH:8][CH:7]=[CH:6][C:5]=1[C:10](=O)C1C=CC(OC)=CC=1.[CH2:21]([NH2:24])[CH2:22][NH2:23]>>[NH:23]1[CH:10]2[C:5]3[C:4]([C:3](=[O:20])[N:24]2[CH2:21][CH2:22]1)=[CH:9][CH:8]=[CH:7][CH:6]=3.